From a dataset of the Open Reaction Database (ORD), a public repository of structured organic reaction records. describe an organic reaction: reactants, conditions, products, and yield Reactants: C(C1=CC=CC=C1)ON1C([C@@H](CC1=O)NS(=O)(=O)N1CCN(CC1)C1=CC=C(C=C1)C(F)(F)F)=O (4-(4Trifluoromethyl-phenyl)-piperazine-1-sulfonic acid ((3R)-1-benzyloxy-2,5-dioxo-pyrrolidin-3-yl)-amid). Reagents/catalysts: [Pd] (Pd/C). Solvent: CCOC(=O)C (EtOAc), CO (MeOH), CO (MeOH). Reaction conditions: time 1 hour. Yields the product ON1C([C@@H](CC1=O)NS(=O)(=O)N1CCN(CC1)C1=CC=C(C=C1)C(F)(F)F)=O (4-(4-Trifluoromethyl-phenyl)-piperazine-1-sulfonic acid ((3R)-1-hydroxy-2,5-dioxo-pyrrolidin-3-yl)-amide). Reaction SMILES: C([O:8][N:9]1[C:13](=[O:14])[CH2:12][C@@H:11]([NH:15][S:16]([N:19]2[CH2:24][CH2:23][N:22]([C:25]3[CH:30]=[CH:29][C:28]([C:31]([F:34])([F:33])[F:32])=[CH:27][CH:26]=3)[CH2:21][CH2:20]2)(=[O:18])=[O:17])[C:10]1=[O:35])C1C=CC=CC=1>CCOC(C)=O.CO.[Pd]>[OH:8][N:9]1[C:13](=[O:14])[CH2:12][C@@H:11]([NH:15][S:16]([N:19]2[CH2:20][CH2:21][N:22]([C:25]3[CH:26]=[CH:27][C:28]([C:31]([F:34])([F:33])[F:32])=[CH:29][CH:30]=3)[CH2:23][CH2:24]2)(=[O:17])=[O:18])[C:10]1=[O:35]. Procedure details: 4-(4Trifluoromethyl-phenyl)-piperazine-1-sulfonic acid ((3R)-1-benzyloxy-2,5-dioxo-pyrrolidin-3-yl)-amid (76 mg; 0.15 mmol) was dissolved in EtOAc (5 ml)+MeOH (5 ml). A slurry of 10% Pd/C (35 mg) in MeOH (1 ml) was added under a stream of nitrogen. The mixture was hydrogenated at room temperature at 1 atm. pressure of H2 for 1 h. The reaction mixture was filtered through celite and the filtercake was washed with EtOAc and MeOH. Evaporation of solvent, the crude product was purified by flash chro... The reactants are [H-].[Al+3].[Li+].[H-].[H-].[H-] (lithium aluminium hydride), C(=O)=O (cardice), [OH-].[Na+] (sodium hydroxide), FC=1C=CC2=C(NC(CO2)CC(=O)OCC)C1 (ethyl (±)-6-fluoro-3,4-dihydro-2H-1,4-benzoxazine-3-acetate). Solvent: O1CCCC1 (tetrahydrofuran), O (water), CC(=O)C (acetone), O1CCCC1 (tetrahydrofuran). Reaction conditions: time 2.5 hour. Product: FC=1C=CC2=C(NC(CO2)CCO)C1 ((±)-6-Fluoro-3,4-dihydro-2H-1,4-benzoxazine-3-ethanol). Reaction SMILES: [H-].[Al+3].[Li+].[H-].[H-].[H-].[F:7][C:8]1[CH:9]=[CH:10][C:11]2[O:16][CH2:15][CH:14]([CH2:17][C:18](OCC)=[O:19])[NH:13][C:12]=2[CH:23]=1.C(=O)=O.[OH-].[Na+]>O1CCCC1.O.CC(C)=O>[F:7][C:8]1[CH:9]=[CH:10][C:11]2[O:16][CH2:15][CH:14]([CH2:17][CH2:18][OH:19])[NH:13][C:12]=2[CH:23]=1 |f:0.1.2.3.4.5,8.9|. Reported procedure: 145 ml of tetrahydrofuran are introduced into a 1 l reactor which is cooled with a mixture of ice and salt, and, under an argon atmosphere, 5.9 g (0.153 mol) of lithium aluminium hydride are added, followed by dropwise addition of 23.22 g (0.097 mol) of ethyl (±)-6-fluoro-3,4-dihydro-2H-1,4-benzoxazine-3-acetate dissolved in 145 ml of tetrahydrofuran, and the mixture is stirred for 2.5 h. The reactor is cooled with a mixture of cardice and acetone, 45 ml of water and 23 ml of 1N sodium hydroxide... The reactants are C(C)(C)(C)OC(=O)N1CCC(CC1)(C)N1N(NC2=CN=C3N(C=CC3=C12)S(=O)(=O)C1=CC=CC=C1)C (4-(6-benzenesulfonyl-2-methyl-6H-1,2,3,5,6-pentaaza-as-indacen-1-yl)-4-methyl-piperidine-1-carboxylic acid tert-butyl ester), C1CCOC1.CO (THF methanol). Conditions: time 16 hour. Product: C(C)(C)(C)OC(=O)N1CCC(CC1)(N1N=NC2=CN=C3NC=CC3=C12)C (4-methyl-4-(6H-1,2,3,5,6-pentaaza-as-indacen-1-yl)-piperidine-1-carboxylic acid tert butyl ester). The yield is 89.8%. RXN SMILES: [C:1]([O:5][C:6]([N:8]1[CH2:13][CH2:12][C:11]([N:15]2[C:26]3[C:18](=[CH:19][N:20]=[C:21]4[C:25]=3[CH:24]=[CH:23][N:22]4S(C3C=CC=CC=3)(=O)=O)[NH:17][N:16]2C)([CH3:14])[CH2:10][CH2:9]1)=[O:7])([CH3:4])([CH3:3])[CH3:2].C1COCC1.CO>>[C:1]([O:5][C:6]([N:8]1[CH2:13][CH2:12][C:11]([CH3:14])([N:15]2[C:26]3[C:18](=[CH:19][N:20]=[C:21]4[C:25]=3[CH:24]=[CH:23][NH:22]4)[N:17]=[N:16]2)[CH2:10][CH2:9]1)=[O:7])([CH3:4])([CH3:2])[CH3:3] |f:1.2|. Procedure: A mixture of 4-(6-benzenesulfonyl-2-methyl-6H-1,2,3,5,6-pentaaza-as-indacen-1-yl)-4-methyl-piperidine-1-carboxylic acid tert-butyl ester (0.37 g, 0.75 mmol) in THF/methanol containing aqueous sodium hydroxide (3.75 mmol) was stirred for 16 hours. The solvent was evaporated under vacuum to a small volume, the residue dissolved in DCM, washed with saturated sodium bicarbonate solution and brine, dried over sodium sulfate and concentrated under vacuum to afford 240 mg (90%) of 4-methyl-4-(6H-1,2,3,...